This data is from the Open Reaction Database (ORD), a public repository of structured organic reaction records. The task is: describe an organic reaction: reactants, conditions, products, and yield Run in CO (methanol). Isolated yield 43.0%. Yields the product CNS(=O)(=O)C=1C=CC2=C(N=C(S2)C=2C(=NNC2N)C)C1 (2-(5-Amino-3-methyl-1H-pyrazol-4-yl)benzothiazole-5-sulfonic acid methylamide). Procedure: To a suspension of 2-(1-cyano-2-methoxypropenyl)benzothiazole-5-sulfonic acid methylamide (120 mg, 0.37 mmol) in 4 mL of methanol, was added hydrazine hydrate (20 μL). The mixture was heated to reflux for 5 hrs and then 1 drop of conc. hydrochloric acid was added to the reaction mixture. The mixture was refluxed for an additional 5 min and was then allowed to cool. The volume of solvent was reduced under reduced pressure and a solid formed. The solid was isolated by filtration and was washed wit... Reactants: CNS(=O)(=O)C=1C=CC2=C(N=C(S2)C(=C(C)OC)C#N)C1 (2-(1-cyano-2-methoxypropenyl)benzothiazole-5-sulfonic acid methylamide), O.NN (hydrazine hydrate). RXN SMILES: [CH3:1][NH:2][S:3]([C:6]1[CH:7]=[CH:8][C:9]2[S:13][C:12]([C:14]([C:19]#[N:20])=[C:15](OC)[CH3:16])=[N:11][C:10]=2[CH:21]=1)(=O)=[O:4].[OH2:22].[NH2:23][NH2:24]>CO.Cl>[CH3:1][NH:2][S:3]([C:6]1[CH:7]=[CH:8][C:9]2[S:13][C:12]([C:14]3[C:15]([CH3:16])=[N:23][NH:24][C:19]=3[NH2:20])=[N:11][C:10]=2[CH:21]=1)(=[O:4])=[O:22] |f:1.2|. The reagents and catalysts are Cl (hydrochloric acid). The reactants are C1=CC(=CC=C1O)Br (p-bromophenol), S(=O)(=O)(O[C@H](CCCCC)C)C1=CC=C(C)C=C1 ((S)-1-methylhexyl tosylate), C([O-])([O-])=O.[K+].[K+] (potassium carbonate). Run in C1(CCCCC1)=O (cyclohexanone). Product: C[C@H](CCCCC)OC1=CC=C(C=C1)Br ((R)-4-(1-methylhexyl)oxybromobenzene). Isolated yield 89.3%. RXN SMILES: [CH:1]1[C:6]([OH:7])=[CH:5][CH:4]=[C:3]([Br:8])[CH:2]=1.S(C1C=CC(C)=CC=1)(O[C@@H:13]([CH3:19])[CH2:14][CH2:15][CH2:16][CH2:17][CH3:18])(=O)=O.C(=O)([O-])[O-].[K+].[K+]>C1(=O)CCCCC1>[CH3:19][C@@H:13]([O:7][C:6]1[CH:5]=[CH:4][C:3]([Br:8])=[CH:2][CH:1]=1)[CH2:14][CH2:15][CH2:16][CH2:17][CH3:18] |f:2.3.4|. Procedure details: A reaction vessel was charged with 10 g of p-bromophenol, 19 g of (S)-1-methylhexyl tosylate, 10 g of potassium carbonate and 150 ml of cyclohexanone, and the mixture was stirred under reflux for 15 hours (the starting materials were confirmed to have disappeared by GLC). The reaction liquid was filtered and the filter cake was washed with benzen. The washings and the filtrate were combined, washed with water and then dried over Glauber's salt. The solvents were distilled off and the residue was...